This data is from the Open Reaction Database (ORD), a public repository of structured organic reaction records. The task is: describe an organic reaction: reactants, conditions, products, and yield Reactants: BrN1C(CCC1=O)=O (N-bromosuccinimide), C(CCCCCCCCCCC)(=O)NS(=O)(=O)C1=CC=C(C=C1)C (N-dodecanoyl-4-methylbenzenesulfonamide), C(C)(=O)OCC (Ethyl acetate), CCCCCCC (heptane). Run at time 16 hour. The product is BrCC1=CC=C(C=C1)S(=O)(=O)NC(CCCCCCCCCCC)=O (4-bromomethyl-N-(dodecanoyl)benzenesulfonamide). The reagents and catalysts are C(C1=CC=CC=C1)(=O)OOC(C1=CC=CC=C1)=O (dibenzoylperoxide), C(C1=CC=CC=C1)(=O)OOC(C1=CC=CC=C1)=O (dibenzoylperoxide). RXN SMILES: [Br:1]N1C(=O)CCC1=O.[C:9]([NH:22][S:23]([C:26]1[CH:31]=[CH:30][C:29]([CH3:32])=[CH:28][CH:27]=1)(=[O:25])=[O:24])(=[O:21])[CH2:10][CH2:11][CH2:12][CH2:13][CH2:14][CH2:15][CH2:16][CH2:17][CH2:18][CH2:19][CH3:20].C(OCC)(=O)C.CCCCCCC>ClC(Cl)(Cl)Cl.C(OOC(=O)C1C=CC=CC=1)(=O)C1C=CC=CC=1>[Br:1][CH2:32][C:29]1[CH:30]=[CH:31][C:26]([S:23]([NH:22][C:9](=[O:21])[CH2:10][CH2:11][CH2:12][CH2:13][CH2:14][CH2:15][CH2:16][CH2:17][CH2:18][CH2:19][CH3:20])(=[O:25])=[O:24])=[CH:27][CH:28]=1. Procedure details: At 80° C., N-bromosuccinimide (1.43 g, 8.06 mmol) and dibenzoylperoxide (62 mg, 0.25 mmol) were added successively to a solution of N-dodecanoyl-4-methylbenzenesulfonamide (3 g, 8.48 mmol) in tetrachloromethane (75 ml). The reaction mixture was heated for 1 h to 80° C. Another portion of dibenzoylperoxide (100 mg, 0.41 mmol) was added. The reaction mixture was heated another 2 h to 80° C. It was cooled to room temperature and left for 16 h. Ethyl acetate (100 ml) and heptane (100 ml) were added.... Run in ClC(Cl)(Cl)Cl (tetrachloromethane). The yield is 120.2%. The reactants are COc1ccc(C)cc1S(=O)(=O)Cl, COc1ccc(C)cc1S(=O)(=O)N1CCc2ccc(C(=O)Nc3ccc(C(=O)O)c(Cl)c3)cc21. Product: COC(=O)c1ccc(NC(=O)c2ccc3c(c2)N(S(=O)(=O)c2cc(C)ccc2OC)CC3)cc1Cl. RXN SMILES: [CH3:35][O:36][c:37]1[cH:38][cH:39][c:40]([CH3:41])[cH:42][c:43]1[S:44]([Cl:45])(=[O:46])=[O:47].[Cl:1][c:2]1[c:3]([C:4](=[O:5])[OH:6])[cH:7][cH:8][c:9]([NH:11][C:12](=[O:13])[c:14]2[cH:15][cH:16][c:17]3[c:21]([cH:22]2)[N:20]([S:23](=[O:24])(=[O:25])[c:26]2[c:27]([O:33][CH3:34])[cH:28][cH:29][c:30]([CH3:32])[cH:31]2)[CH2:19][CH2:18]3)[cH:10]1>>[Cl:1][c:2]1[c:3]([C:4]([O:5][CH3:35])=[O:6])[cH:7][cH:8][c:9]([NH:11][C:12](=[O:13])[c:14]2[cH:15][cH:16][c:17]3[c:21]([cH:22]2)[N:20]([S:23](=[O:24])(=[O:25])[c:26]2[c:27]([O:33][CH3:34])[cH:28][cH:29][c:30]([CH3:32])[cH:31]2)[CH2:19][CH2:18]3)[cH:10]1. Starting materials: Cl.C1(CC1)COC1=C(C=CC(=C1)F)C1=C2C(=NC=C1)C(=C(N2)C)C(=O)NC2CCNCC2 (7-[2-(cyclopropylmethoxy)-4-fluorophenyl]-2-methyl-N-(piperidin-4-yl)-1H-pyrrolo[3,2-b]pyridine-3-carboxamide hydrochloride), C(C)(=O)O[C@H](C(=O)Cl)C ((2S)-1-chloro-1-oxopropan-2-yl acetate). Yields the product C1(CC1)COC1=C(C=CC(=C1)F)C1=C2C(=NC=C1)C(=C(N2)C)C(=O)NC2CCN(CC2)C([C@H](C)O)=O (7-[2-(Cyclopropylmethoxy)-4-fluorophenyl]-N-{1-[(2S)-2-hydroxypropanoyl]piperidin-4-yl}-2-methyl-1H-pyrrolo[3,2-b]pyridine-3-carboxamide). RXN SMILES: Cl.[CH:2]1([CH2:5][O:6][C:7]2[CH:12]=[C:11]([F:13])[CH:10]=[CH:9][C:8]=2[C:14]2[CH:19]=[CH:18][N:17]=[C:16]3[C:20]([C:24]([NH:26][CH:27]4[CH2:32][CH2:31][NH:30][CH2:29][CH2:28]4)=[O:25])=[C:21]([CH3:23])[NH:22][C:15]=23)[CH2:4][CH2:3]1.C([O:36][C@@H:37]([CH3:41])[C:38](Cl)=[O:39])(=O)C>>[CH:2]1([CH2:5][O:6][C:7]2[CH:12]=[C:11]([F:13])[CH:10]=[CH:9][C:8]=2[C:14]2[CH:19]=[CH:18][N:17]=[C:16]3[C:20]([C:24]([NH:26][CH:27]4[CH2:28][CH2:29][N:30]([C:38](=[O:39])[C@@H:37]([OH:36])[CH3:41])[CH2:31][CH2:32]4)=[O:25])=[C:21]([CH3:23])[NH:22][C:15]=23)[CH2:4][CH2:3]1 |f:0.1|. Procedure details: Starting from 7-[2-(cyclopropylmethoxy)-4-fluorophenyl]-2-methyl-N-(piperidin-4-yl)-1H-pyrrolo[3,2-b]pyridine-3-carboxamide hydrochloride (example D.f4) and commercially available (2S)-1-chloro-1-oxopropan-2-yl acetate the title compound is obtained as colorless solid. Starting materials: NC1=C(C=CC=C1)S (2-aminothiophenol), ClC1=CC2=C(OCOC2)C(=C1)CCl (6-chloro-8-(chloromethyl)-4H-1,3-benzodioxine), C([O-])([O-])=O.[K+].[K+] (potassium carbonate). Run in C(C)O (ethanol), C(C)(=O)OCC (ethyl acetate). Conditions: time 18 hour. Yields the product Cl.ClC1=CC2=C(OCOC2)C(=C1)CSC1=C(N)C=CC=C1 (2-{[(6-chloro-4H-1,3-benzodioxin-8-yl)methyl]thio}aniline hydrochloride). As a reaction SMILES: [NH2:1][C:2]1[CH:7]=[CH:6][CH:5]=[CH:4][C:3]=1[SH:8].[Cl:9][C:10]1[CH:19]=[C:18]([CH2:20]Cl)[C:13]2[O:14][CH2:15][O:16][CH2:17][C:12]=2[CH:11]=1.C(=O)([O-])[O-].[K+].[K+]>C(O)C.C(OCC)(=O)C>[ClH:9].[Cl:9][C:10]1[CH:19]=[C:18]([CH2:20][S:8][C:3]2[CH:4]=[CH:5][CH:6]=[CH:7][C:2]=2[NH2:1])[C:13]2[O:14][CH2:15][O:16][CH2:17][C:12]=2[CH:11]=1 |f:2.3.4,7.8|. Procedure: 2-aminothiophenol (1.25 g, 10 mmol), 6-chloro-8-(chloromethyl)-4H-1,3-benzodioxine (2.17 g, 10 mmol) and potassium carbonate (4.10 g, 30 mmol) were combined in absolute ethanol (100 mL) and stirred 18 h. Dilute with ethyl acetate and wash with saturated sodium bicarbonate solution then brine. The solution was dried over sodium sulfate and the solvent removed in vacuo. The residue was dissolved in methanol and treated with MP BH4− resin (Argonaut 3.16 mmol/g) and potassium carbonate for 48 h. The... Reactants: N(=C=S)CCC1N(CCC1)C (2-(2-isothiocyanatoethyl)-1-methylpyrrolidine), [OH-].[NH4+] (ammonium hydroxide), [OH-].[NH4+] (ammonium hydroxide). Conditions: time 30 minute. Yields the product CN1C(CCC1)CCNC(=S)N ([2-(1-methylpyrrolidin-2-yl)ethyl]thiourea). Reaction SMILES: [N:1]([CH2:4][CH2:5][CH:6]1[CH2:10][CH2:9][CH2:8][N:7]1[CH3:11])=[C:2]=[S:3].[OH-].[NH4+:13]>>[CH3:11][N:7]1[CH2:8][CH2:9][CH2:10][CH:6]1[CH2:5][CH2:4][NH:1][C:2]([NH2:13])=[S:3] |f:1.2|. Procedure details: The 2-(2-isothiocyanatoethyl)-1-methylpyrrolidine and concentrated ammonium hydroxide (3 mL) were heated at 100° C. for 30 minutes. Additional ammonium hydroxide (1 mL) was added and heating was continued for an additional 30 minutes. The reaction mixture was allowed to cool to room temperature and then it was lyophilized to give [2-(1-methylpyrrolidin-2-yl)ethyl]thiourea as a very viscous colorless oil. Starting materials: FC(C=1C=C(C=C(C1)C(F)(F)F)C1=NN(C=N1)/C=C/C(=O)O)(F)F ((E)-3-(3-(3,5-bis(trifluoromethyl)phenyl)-1H-1,2,4-triazol-1-yl)acrylic acid), N(N)C1=NC=CN=C1 (2-hydrazinopyrazine), C(CC)P1(OP(OP(O1)(=O)CCC)(=O)CCC)=O (T3P), CCN(C(C)C)C(C)C (DIPEA). The solvent is CCOC(=O)C (EtOAc), C1CCOC1 (THF), C1CCOC1 (THF), petroleum ether, CCOCC (Et2O). Reaction conditions: time 30 minute. Product: FC(C=1C=C(C=C(C1)C(F)(F)F)C1=NN(C=N1)/C=C/C(=O)N(N)C1=NC=CN=C1)(F)F ((E)-3-(3-(3,5-bis(trifluoromethyl)phenyl)-1H-1,2,4-triazol-1-yl)-N-(pyrazin-2-yl)acrylohydrazide). The yield is 29.7%. Reaction SMILES: [F:1][C:2]([F:24])([F:23])[C:3]1[CH:4]=[C:5]([C:13]2[N:17]=[CH:16][N:15](/[CH:18]=[CH:19]/[C:20](O)=[O:21])[N:14]=2)[CH:6]=[C:7]([C:9]([F:12])([F:11])[F:10])[CH:8]=1.[NH:25]([C:27]1[CH:32]=[N:31][CH:30]=[CH:29][N:28]=1)[NH2:26].C(P1(=O)OP(CCC)(=O)OP(CCC)(=O)O1)CC.CCN(C(C)C)C(C)C>CCOC(C)=O.C1COCC1.CCOCC>[F:1][C:2]([F:24])([F:23])[C:3]1[CH:4]=[C:5]([C:13]2[N:17]=[CH:16][N:15](/[CH:18]=[CH:19]/[C:20]([N:25]([C:27]3[CH:32]=[N:31][CH:30]=[CH:29][N:28]=3)[NH2:26])=[O:21])[N:14]=2)[CH:6]=[C:7]([C:9]([F:11])([F:12])[F:10])[CH:8]=1. Procedure: To a solution of (E)-3-(3-(3,5-bis(trifluoromethyl)phenyl)-1H-1,2,4-triazol-1-yl)acrylic acid (0.75 g) in EtOAc (25 mL) and THF (12.5 mL) was added a solution of 2-hydrazinopyrazine (0.23 g) in 12 mL THF at room temperature. T3P (50% in ethyl acetate, 1.52 mL) and DIPEA (1.46 mL) were added dropwise and simultaneously and the reaction mixture was stirred for 30 min at room temperature before being quenched with ice-cold water and extracted with EtOAc (3×25 mL). The combined organic layers were w...